Dataset: the Open Reaction Database (ORD), a public repository of structured organic reaction records. Task: describe an organic reaction: reactants, conditions, products, and yield Yields the product CC(C)(C)OC(=O)N1CC=C(c2ccc([N+](=O)[O-])nc2)CC1. As a reaction SMILES: [Br:1][c:2]1[cH:3][cH:4][c:5]([N+:8](=[O:9])[O-:10])[n:6][cH:7]1.[C:39](=[O:40])([O-:41])[O-:42].[CH3:11][C:12]1([CH3:13])[C:14]([CH3:15])([CH3:16])[O:17][B:18]([C:19]2=[CH:20][CH2:21][N:22]([C:25](=[O:26])[O:27][C:28]([CH3:29])([CH3:30])[CH3:31])[CH2:23][CH2:24]2)[O:32]1.[CH3:86][CH2:87][O:88][CH2:89][CH3:90].[Cs+:43].[Cs+:44].[O:33]1[CH2:34][CH2:35][O:36][CH2:37][CH2:38]1.[OH2:91].[Pd:45]([Cl:46])[Cl:47].[c:48]1([P:49]([c:50]2[cH:51][cH:52][cH:53][cH:54][cH:55]2)[c:56]2[cH:57][cH:58][cH:59][cH:60][cH:61]2)[cH:62][cH:63][cH:64][cH:65][cH:66]1.[c:67]1([P:68]([c:69]2[cH:70][cH:71][cH:72][cH:73][cH:74]2)[c:75]2[cH:76][cH:77][cH:78][cH:79][cH:80]2)[cH:81][cH:82][cH:83][cH:84][cH:85]1>>[c:2]1([C:19]2=[CH:20][CH2:21][N:22]([C:25](=[O:26])[O:27][C:28]([CH3:29])([CH3:30])[CH3:31])[CH2:23][CH2:24]2)[cH:3][cH:4][c:5]([N+:8](=[O:9])[O-:10])[n:6][cH:7]1. Starting materials: O=[N+]([O-])c1ccc(Br)cn1, O=C([O-])[O-], CC(C)(C)OC(=O)N1CC=C(B2OC(C)(C)C(C)(C)O2)CC1, CCOCC, [Cs+], [Cs+], C1COCCO1, O, Cl[Pd]Cl, c1ccc(P(c2ccccc2)c2ccccc2)cc1, c1ccc(P(c2ccccc2)c2ccccc2)cc1. Starting materials: NCCCCC1=NC=CC=C1OC (2-(4-aminobutyl)-3-methoxypyridine), CSC(=C[N+](=O)[O-])S(=O)C (1-methylthio-1-methylsulphinyl-2-nitroethylene), CN (methylamine). Product: [N+](=O)([O-])C=C(NCCCCC1=NC=CC=C1OC)NC (1-nitro-2-methylamino-2-[4-(3-methoxy-2-pyridyl)butylamino]ethylene). Reaction SMILES: [NH2:1][CH2:2][CH2:3][CH2:4][CH2:5][C:6]1[C:11]([O:12][CH3:13])=[CH:10][CH:9]=[CH:8][N:7]=1.CS[C:16](S(C)=O)=[CH:17][N+:18]([O-:20])=[O:19].[CH3:24][NH2:25]>>[N+:18]([CH:17]=[C:16]([NH:25][CH3:24])[NH:1][CH2:2][CH2:3][CH2:4][CH2:5][C:6]1[C:11]([O:12][CH3:13])=[CH:10][CH:9]=[CH:8][N:7]=1)([O-:20])=[O:19]. Procedure: Reaction of 2-(4-aminobutyl)-3-methoxypyridine with 1-methylthio-1-methylsulphinyl-2-nitroethylene and treatment of the product with methylamine according to the general procedure of Example 2 gives 1-nitro-2-methylamino-2-[4-(3-methoxy-2-pyridyl)butylamino]ethylene. The reactants are C(C)(=O)N[C@@H](CS(=O)(=O)C(CCC)CCC)C(=O)OC (methyl N-acetyl-3-[(1-propylbutyl)sulfonyl]alaninate), Cl (HCl). Run in C(C)(=O)O (acetic acid). The product is Cl.C(CC)C(CCC)S(=O)(=O)C[C@H](N)C(=O)O (3-[(1-propylbutyl)sulfonyl]alanine HCl salt). RXN SMILES: C([NH:4][C@H:5]([C:17]([O:19]C)=[O:18])[CH2:6][S:7]([CH:10]([CH2:14][CH2:15][CH3:16])[CH2:11][CH2:12][CH3:13])(=[O:9])=[O:8])(=O)C.[ClH:21]>C(O)(=O)C>[ClH:21].[CH2:11]([CH:10]([S:7]([CH2:6][C@@H:5]([C:17]([OH:19])=[O:18])[NH2:4])(=[O:8])=[O:9])[CH2:14][CH2:15][CH3:16])[CH2:12][CH3:13] |f:3.4|. Procedure: A 250 ml round bottom flask equipped with magnetic stir bar, reflux condenser, and N2 inlet was charged with 9.2 g methyl N-acetyl-3-[(1-propylbutyl)sulfonyl]alaninate in 50 ml acetic acid and 50 ml conc. HCl. The solution was refluxed for 4 hours then concentrated in vacuo. The residue was chased with toluene (2×) then vacuum dried overnight to yield 7.8 g of the desired 3-[(1-propylbutyl)sulfonyl]alanine HCl salt. Starting materials: CC(C)(C)OC(=O)NCCSCc1ccccc1, ClCCl, O=C(O)C(F)(F)F. Yields the product O=C([O-])C(F)(F)F, [NH3+]CCSCc1ccccc1. As a reaction SMILES: [C:1]([O:2][C:3]([CH3:4])([CH3:5])[CH3:6])(=[O:7])[NH:8][CH2:9][CH2:10][S:11][CH2:12][c:13]1[cH:14][cH:15][cH:16][cH:17][cH:18]1.[Cl:26][CH2:27][Cl:28].[F:19][C:20]([C:21](=[O:22])[OH:23])([F:24])[F:25]>>[F:19][C:20]([C:21](=[O:22])[O-:23])([F:24])[F:25].[NH3+:8][CH2:9][CH2:10][S:11][CH2:12][c:13]1[cH:14][cH:15][cH:16][cH:17][cH:18]1. Yields the product COC1=C(CNC(C)=O)C=C(C=C1)[N+](=O)[O-] (N-(2-methoxy-5-nitrobenzyl)acetamide). Solvent: CC(=O)C (acetone). Reactants: C(C)(=O)NCC1=C(C=CC(=C1)[N+](=O)[O-])O.COC1=C(CNC(C)=O)C=C(C=C1)[N+](=O)[O-] (N-(2-Methoxy-5-nitrobenzyl)acetamide 2-Acetamidomethyl-4-nitrophenol), C([O-])([O-])=O.[Na+].[Na+] (sodium carbonate), IC (iodomethane). As a reaction SMILES: C(NCC1C=C([N+]([O-])=O)C=CC=1O)(=O)C.[CH3:16][O:17][C:18]1[CH:28]=[CH:27][C:26]([N+:29]([O-:31])=[O:30])=[CH:25][C:19]=1[CH2:20][NH:21][C:22](=[O:24])[CH3:23].C(=O)([O-])[O-].[Na+].[Na+].IC>CC(C)=O>[CH3:16][O:17][C:18]1[CH:28]=[CH:27][C:26]([N+:29]([O-:31])=[O:30])=[CH:25][C:19]=1[CH2:20][NH:21][C:22](=[O:24])[CH3:23] |f:0.1,2.3.4|. Procedure: N-(2-Methoxy-5-nitrobenzyl)acetamide 2-Acetamidomethyl-4-nitrophenol (2 g), sodium carbonate (2 g) and iodomethane (2 ml) were stirred in acetone (30 ml) at reflux 4 h. The mixture was filtered, the filtrate evaporated to dryness. The residue was warmed with aqueous sodium carbonate, washed with water and dried. Crystallised from ethanol/dilute acetic acid to give N-(2-methoxy-5-nitrobenzyl)acetamide as buff prisms. MP: 158.5-159.5° C. Reactants: O=C([O-])O, ClCCl, COc1cc(C=CC(=O)NN)ccc1-n1cnc(C)c1, O=C(O)C(CCCCl)c1ccc(Cl)cc1, Cl, Cl, [Na+], O. The product is COc1cc(C=CC(=O)NNC(=O)C(CCCCl)c2ccc(Cl)cc2)ccc1-n1cnc(C)c1. Reaction SMILES: [C:39](=[O:40])([OH:41])[O-:42].[CH2:44]([Cl:45])[Cl:46].[CH3:18][O:19][c:20]1[cH:21][c:22]([CH:32]=[CH:33][C:34](=[O:35])[NH:36][NH2:37])[cH:23][cH:24][c:25]1-[n:26]1[cH:27][n:28][c:29]([CH3:31])[cH:30]1.[Cl:1][CH2:2][CH2:3][CH2:4][CH:5]([C:6](=[O:7])[OH:8])[c:9]1[cH:10][cH:11][c:12]([Cl:15])[cH:13][cH:14]1.[ClH:16].[ClH:17].[Na+:43].[OH2:38]>>[Cl:1][CH2:2][CH2:3][CH2:4][CH:5]([C:6](=[O:8])[NH:37][NH:36][C:34]([CH:33]=[CH:32][c:22]1[cH:21][c:20]([O:19][CH3:18])[c:25](-[n:26]2[cH:27][n:28][c:29]([CH3:31])[cH:30]2)[cH:24][cH:23]1)=[O:35])[c:9]1[cH:10][cH:11][c:12]([Cl:15])[cH:13][cH:14]1.